From a dataset of the Open Reaction Database (ORD), a public repository of structured organic reaction records. describe an organic reaction: reactants, conditions, products, and yield Starting materials: C(C)C1=CC=NC=C1 (4-ethylpyridine), BrCCCC1=C(C=CC=C1)F (1-bromo-3-(2-fluorophenyl)-propane). Procedure details: 1.62 g (15.1 mmol) of 4-ethylpyridine and 3.3 g (15.1 mmol) of 1-bromo-3-(2-fluorophenyl)-propane were reacted in the same manner as in Example 26. The reaction product was purified to obtain 2.64 g of the desired compound (yield: 71.6%). The resulting compound was identified as 1-(2-fluorophenyl)-4-(4-pyridyl)-pentane (hereinafter referred to as compound 40) by the following analytical results. As a reaction SMILES: [CH2:1]([C:3]1[CH:8]=[CH:7][N:6]=[CH:5][CH:4]=1)[CH3:2].Br[CH2:10][CH2:11][CH2:12][C:13]1[CH:18]=[CH:17][CH:16]=[CH:15][C:14]=1[F:19]>>[F:19][C:14]1[CH:15]=[CH:16][CH:17]=[CH:18][C:13]=1[CH2:12][CH2:11][CH2:10][CH:1]([C:3]1[CH:8]=[CH:7][N:6]=[CH:5][CH:4]=1)[CH3:2]. The product is FC1=C(C=CC=C1)CCCC(C)C1=CC=NC=C1 (1-(2-fluorophenyl)-4-(4-pyridyl)-pentane). The yield is 71.9%. Reaction SMILES: [C:14](#[N:15])[c:16]1[cH:17][c:18]([CH2:19][Br:20])[cH:21][cH:22][cH:23]1.[CH3:25][S:26](=[O:27])[CH3:28].[Cl:3][c:4]1[c:5]2[c:6]([NH2:13])[n:7][nH:8][c:9]2[cH:10][cH:11][cH:12]1.[K+:2].[OH-:1].[OH2:24]>>[Cl:3][c:4]1[c:5]2[c:6]([NH2:13])[n:7][n:8]([CH2:19][c:18]3[cH:17][c:16]([C:14]#[N:15])[cH:23][cH:22][cH:21]3)[c:9]2[cH:10][cH:11][cH:12]1. Yields the product N#Cc1cccc(Cn2nc(N)c3c(Cl)cccc32)c1. The reactants are N#Cc1cccc(CBr)c1, CS(C)=O, Nc1n[nH]c2cccc(Cl)c12, [K+], [OH-], O. Starting materials: COC(=O)CBr, CCN(C(C)C)C(C)C, ClCCl, NCCCN1CCCC1=O. Product: COC(=O)CNCCCN1CCCC1=O. As a reaction SMILES: [Br:1][CH2:2][C:3](=[O:4])[O:5][CH3:6].[CH:17]([N:18]([CH:19]([CH3:20])[CH3:21])[CH2:22][CH3:23])([CH3:24])[CH3:25].[Cl:26][CH2:27][Cl:28].[NH2:7][CH2:8][CH2:9][CH2:10][N:11]1[C:12](=[O:16])[CH2:13][CH2:14][CH2:15]1>>[CH2:2]([C:3](=[O:4])[O:5][CH3:6])[NH:7][CH2:8][CH2:9][CH2:10][N:11]1[C:12](=[O:16])[CH2:13][CH2:14][CH2:15]1. Starting materials: BrCC1=CC(=CC(=C1C1=C(C=C(C=C1CBr)OC)OC)OC)OC (6,6′-bis-bromomethyl-2,4,2′,4′-tetramethoxy-biphenyl), B(Br)(Br)Br (BBr3). The solvent is C(Cl)Cl (DCM), C(Cl)Cl (DCM). Conditions: time 2 day. Yields the product BrCC=1C=C(C=C(C1C=1C(=CC(=CC1CBr)O)O)O)O (6,6′-Bis-bromomethyl-biphenyl-2,4,2′,4′-tetraol). RXN SMILES: [Br:1][CH2:2][C:3]1[C:8]([C:9]2[C:14]([CH2:15][Br:16])=[CH:13][C:12]([O:17]C)=[CH:11][C:10]=2[O:19]C)=[C:7]([O:21]C)[CH:6]=[C:5]([O:23]C)[CH:4]=1.B(Br)(Br)Br>C(Cl)Cl>[Br:1][CH2:2][C:3]1[CH:4]=[C:5]([OH:23])[CH:6]=[C:7]([OH:21])[C:8]=1[C:9]1[C:10]([OH:19])=[CH:11][C:12]([OH:17])=[CH:13][C:14]=1[CH2:15][Br:16]. Reported procedure: 6,6′-bis-bromomethyl-2,4,2′,4′-tetramethoxy-biphenyl (685 mg) was dissolved in DCM (3.0 mL), and 1M BBr3 in DCM (16.4 mL) was slowly added. After stirring for 2 days, the mixture was poured on to ice and concentrated. The crude material was used for the next step without a further purification. Starting materials: O (Water), C1(CCCCC1)[C@@H](C#C)O ((S)-3-cyclohexylprop-1-yn-3-ol), N1C=NC=C1 (imidazole), C(C)(C)(C)[Si](Cl)(C)C (tert-butyldimethylchlorosilane). The solvent is CCCCCC (hexane), CN(C=O)C (N,N dimethylformamide). Conditions: temperature 0 celsius, time 3 hour. Product: [Si](C)(C)(C(C)(C)C)O[C@H](C#C)C1CCCCC1 ((S)-3-tert-butyldimethylsilyloxy-3-cyclohexylprop-1-yne). Reaction SMILES: [CH:1]1([C@H:7]([OH:10])[C:8]#[CH:9])[CH2:6][CH2:5][CH2:4][CH2:3][CH2:2]1.N1C=CN=C1.[C:16]([Si:20]([CH3:23])([CH3:22])Cl)([CH3:19])([CH3:18])[CH3:17].O>CN(C)C=O.CCCCCC>[Si:20]([O:10][C@@H:7]([CH:1]1[CH2:6][CH2:5][CH2:4][CH2:3][CH2:2]1)[C:8]#[CH:9])([C:16]([CH3:19])([CH3:18])[CH3:17])([CH3:23])[CH3:22]. Reported procedure: To a solution of (S)-3-cyclohexylprop-1-yn-3-ol, prepared as shown in Preparation 3 or 4, (2.76 g, 0.02 mol), in 10 ml N,N dimethylformamide (DMF), cooled to 0° C., was added imidazole (2.1 g), followed by tert-butyldimethylchlorosilane (3.1 g, 0.02 mol). The mixture was stirred for 3 h. Water (80 ml) and hexane (80 ml) were added; the organic layer was separated and combined with 2×80 ml of hexane extractions of the aqueous layer. The solvent was removed (in vacuo), after drying over sodium sul... Starting materials: N#Cc1cccc(C=O)c1, Cc1ccccc1, CS(=O)(=O)O, CCC(O)CNc1ccc(Cl)c(C(F)(F)F)c1, O. Product: CCC1CN(c2ccc(Cl)c(C(F)(F)F)c2)C(c2cccc(C#N)c2)O1. RXN SMILES: [C:1](#[N:2])[c:3]1[cH:4][c:5]([CH:6]=[O:7])[cH:8][cH:9][cH:10]1.[CH3:29][c:30]1[cH:31][cH:32][cH:33][cH:34][cH:35]1.[CH3:36][S:37]([OH:38])(=[O:39])=[O:40].[F:11][C:12]([c:13]1[cH:14][c:15]([NH:20][CH2:21][CH:22]([CH2:23][CH3:24])[OH:25])[cH:16][cH:17][c:18]1[Cl:19])([F:26])[F:27].[OH2:28]>>[C:1](#[N:2])[c:3]1[cH:4][c:5]([CH:6]2[O:7][CH:22]([CH2:23][CH3:24])[CH2:21][N:20]2[c:15]2[cH:14][c:13]([C:12]([F:11])([F:26])[F:27])[c:18]([Cl:19])[cH:17][cH:16]2)[cH:8][cH:9][cH:10]1. The reactants are C(C)OC(CN1C(C(C=C(C2=C1C=CC(=C2)Cl)C2=C(C=CC=C2)Cl)NCC(=O)OC(C)(C)C)=O)=O (rac-7-chloro-5-(2-chlorophenyl)-3-[[(1,1-dimethylethoxy)-carbonyl]methylamino]-2,3-dihydro-2-oxo-1H-1-benzazepine-1-acetic acid ethyl ester), [OH-].[Na+] (sodium hydroxide). Run in O1CCOCC1 (dioxane). Run at time 3 hour. The product is ClC=1C=CC2=C(C(=CC(C(N2CC(=O)O)=O)NCC(=O)OC(C)(C)C)C2=C(C=CC=C2)Cl)C1 (rac-7-Chloro-5-(2-chlorophenyl)-3-[[(1,1-dimethylethoxy)carbonyl]methylamino]-2,3-dihydro-2-oxo-1H-benzazepine-1-acetic acid). As a reaction SMILES: C([O:3][C:4](=[O:35])[CH2:5][N:6]1[C:12]2[CH:13]=[CH:14][C:15]([Cl:17])=[CH:16][C:11]=2[C:10]([C:18]2[CH:23]=[CH:22][CH:21]=[CH:20][C:19]=2[Cl:24])=[CH:9][CH:8]([NH:25][CH2:26][C:27]([O:29][C:30]([CH3:33])([CH3:32])[CH3:31])=[O:28])[C:7]1=[O:34])C.[OH-].[Na+]>O1CCOCC1>[Cl:17][C:15]1[CH:14]=[CH:13][C:12]2[N:6]([CH2:5][C:4]([OH:35])=[O:3])[C:7](=[O:34])[CH:8]([NH:25][CH2:26][C:27]([O:29][C:30]([CH3:33])([CH3:32])[CH3:31])=[O:28])[CH:9]=[C:10]([C:18]3[CH:23]=[CH:22][CH:21]=[CH:20][C:19]=3[Cl:24])[C:11]=2[CH:16]=1 |f:1.2|. Reported procedure: To a solution of rac-7-chloro-5-(2-chlorophenyl)-3-[[(1,1-dimethylethoxy)-carbonyl]methylamino]-2,3-dihydro-2-oxo-1H-1-benzazepine-1-acetic acid ethyl ester (1.50 g, 2.89 mmole) in 11 mL of dioxane was added 1.0N aqueous sodium hydroxide solution (4.2 mL, 4.2 mmole). After stirring for 3 hours at ambient temperature, the solution was concentrated under high vacuum. The residue was dissolved in 40 mL of water and acidified to pH 3 with 1N HCl. A thick precipitate formed which was extracted into 1... Starting materials: C(C)=O (acetaldehyde), Cl (hydrochloric acid), Cl.Cl.COC1=CC=C(CNC(=N)NC(=N)NCCCCCCCCCCC)C=C1 (N1-(4-methoxybenzyl)-N5-undecyl-biguanide dihydrochloride). Run in C(C)O (ethanol). Product: Cl.C(CCCCCCCCCC)NC1NC(=NC(=N1)C)NCC1=CC=C(C=C1)OC (4-Undecylamino-3,4-dihydro-6-methyl-2-(4′-methoxybenzylamino)-1,3,5-triazine hydrochloride). As a reaction SMILES: [CH:1](=O)[CH3:2].[ClH:4].Cl.Cl.[CH3:7][O:8][C:9]1[CH:33]=[CH:32][C:12]([CH2:13][NH:14][C:15]([NH:17][C:18]([NH:20][CH2:21][CH2:22][CH2:23][CH2:24][CH2:25][CH2:26][CH2:27][CH2:28][CH2:29][CH2:30][CH3:31])=[NH:19])=[NH:16])=[CH:11][CH:10]=1>C(O)C>[ClH:4].[CH2:21]([NH:20][CH:18]1[N:19]=[C:1]([CH3:2])[N:16]=[C:15]([NH:14][CH2:13][C:12]2[CH:11]=[CH:10][C:9]([O:8][CH3:7])=[CH:33][CH:32]=2)[NH:17]1)[CH2:22][CH2:23][CH2:24][CH2:25][CH2:26][CH2:27][CH2:28][CH2:29][CH2:30][CH3:31] |f:2.3.4,6.7|. Procedure details: Under ice-cooling, 100 ml of ethanol, 5 ml (89.2 mmol) of acetaldehyde and 0.4 ml of concentrated hydrochloric acid were added to 4.0 g (8.9 mmol) of N1-(4-methoxybenzyl)-N5-undecyl-biguanide dihydrochloride, and the mixture was refluxed for 24 hours. The solvent was distilled off under reduced pressure, and the residue was purified by silica gel column chromatography (elution with a mixture of chloroform and methanol (9:1.5)), and dissolved in 70% aqueous acetonitrile. The solvent was distilled... Reactants: C(C1=CC=CC=C1)OC=1C(=C(N2C=CC=CC12)C(=O)C1=CC(=C(C=C1)[N+](=O)[O-])OC)C (1-(benzyloxy-2-methylindolizin-3-yl](3-methoxy-4-nitrophenyl)methanone), compound. Solvent: FC(C(=O)O)(F)F (trifluoroacetic acid). Yields the product OC=1C(=C(N2C=CC=CC12)C(=O)C1=CC(=C(C=C1)[N+](=O)[O-])OC)C ((1-Hydroxy-2-methylindolizin-3-yl)(3-methoxy-4-nitrophenyl)methanone). As a reaction SMILES: C([O:8][C:9]1[C:10]([CH3:31])=[C:11]([C:18]([C:20]2[CH:25]=[CH:24][C:23]([N+:26]([O-:28])=[O:27])=[C:22]([O:29][CH3:30])[CH:21]=2)=[O:19])[N:12]2[C:17]=1[CH:16]=[CH:15][CH:14]=[CH:13]2)C1C=CC=CC=1>FC(F)(F)C(O)=O>[OH:8][C:9]1[C:10]([CH3:31])=[C:11]([C:18]([C:20]2[CH:25]=[CH:24][C:23]([N+:26]([O-:28])=[O:27])=[C:22]([O:29][CH3:30])[CH:21]=2)=[O:19])[N:12]2[C:17]=1[CH:16]=[CH:15][CH:14]=[CH:13]2. Reported procedure: A solution of 5 g (12 mmol) of [1-(benzyloxy-2-methylindolizin-3-yl](3-methoxy-4-nitrophenyl)methanone, a compound of Example 3, in 30 ml of trifluoroacetic acid, is heated under reflux for 2 hours. The reactants are CNCCN (N-methyl-ethylenediamine), C(C)(C)(C)OC(=O)SC1=NC(=CC(=N1)C)C (S-tert-butyloxycarbonyl-4,6-dimethyl-2-mercaptopyrimidine). Solvent: O1CCOCC1 (dioxane), O1CCOCC1 (dioxane). Conditions: time 3 hour. Product: CC1=NC(=NC(=C1)C)S (4, 6-dimethyl-2-mercaptopyrimidine). Reaction SMILES: CNCCN.C(OC([S:13][C:14]1[N:19]=[C:18]([CH3:20])[CH:17]=[C:16]([CH3:21])[N:15]=1)=O)(C)(C)C>O1CCOCC1>[CH3:21][C:16]1[CH:17]=[C:18]([CH3:20])[N:19]=[C:14]([SH:13])[N:15]=1. Procedure: To a stirred solution of N-methyl-ethylenediamine (0.10 mol, 8.8 cm3) in dioxane (50 cm3), at room temperature and under a nitrogen atmosphere, was added a solution of S-tert-butyloxycarbonyl-4,6-dimethyl-2-mercaptopyrimidine (0.05 mol, 12 g) in dioxane (50 cm3), dropwise, over 3 h. After the addition was complete, the solution was stirred at room temperature for a further 15 h. The precipitate which formed (4, 6-dimethyl-2-mercaptopyrimidine) was removed from the solution, and the filtrate conc...